From a dataset of the Open Reaction Database (ORD), a public repository of structured organic reaction records. describe an organic reaction: reactants, conditions, products, and yield The reactants are BrC1=C2CNC(C2=C(C=C1)O)=O (4-bromo-7-hydroxy-1-isoindolinone), ClCCCO (3-chloropropanol), C1(=CC=CC=C1)P(C1=CC=CC=C1)C1=CC=CC=C1 (triphenylphosphine), CCOC(=O)/N=N/C(=O)OCC (DEAD). Solvent: ClCCl (dichloromethane). Reaction conditions: temperature 0 celsius, time 1 hour. The product is BrC1=C2CNC(C2=C(C=C1)OCCCCl)=O (4-bromo-7-(3-chloropropoxy)-1-isoindolinone). Yield: 67.8%. RXN SMILES: [Br:1][C:2]1[CH:10]=[CH:9][C:8]([OH:11])=[C:7]2[C:3]=1[CH2:4][NH:5][C:6]2=[O:12].[Cl:13][CH2:14][CH2:15][CH2:16]O.C1(P(C2C=CC=CC=2)C2C=CC=CC=2)C=CC=CC=1.CCOC(/N=N/C(OCC)=O)=O>ClCCl>[Br:1][C:2]1[CH:10]=[CH:9][C:8]([O:11][CH2:16][CH2:15][CH2:14][Cl:13])=[C:7]2[C:3]=1[CH2:4][NH:5][C:6]2=[O:12]. Procedure details: A suspension of Example 106D (250 mg, 1.1 mmol), 3-chloropropanol (0.095 mL, 1.1 mmol), and triphenylphosphine (350 mg, 1.3 mmol) in dichloromethane (5 mL) at 0° C., was treated dropwise with DEAD (0.21 mL, 1.3 mmol) over 10 minutes. The resulting mixture was stirred at 0° C. for 1 hour, warmed to room temperature overnight, and concentrated. The residue was purified by silica gel chromatography with 50 to 60% ethyl acetate/hexanes to give 227 mg of the desired product which was contaminated wit...